Dataset: the Open Reaction Database (ORD), a public repository of structured organic reaction records. Task: describe an organic reaction: reactants, conditions, products, and yield Reactants: CC1(C(NC2=CC(=C(C=C12)NC(C)=O)[N+](=O)[O-])=O)C (N-(3,3-dimethyl-6-nitro-2-oxo-2,3-dihydro-1H-indol-5-yl)-acetamide), crude material, C1CCC2=NCCCN2CC1 (DBU), BrCC#C (3-bromo-propyne), C(=O)([O-])[O-].[K+].[K+] (K2CO3). Solvent: CO (MeOH). Product: NC=1C=C2C(C(N(C2=CC1[N+](=O)[O-])CC#C)=O)(C)C (5-amino-3,3-dimethyl-6-nitro-1-prop-2-ynyl-1,3-dihydro-indol-2-one). RXN SMILES: [CH3:1][C:2]1([CH3:19])[C:10]2[C:5](=[CH:6][C:7]([N+:15]([O-:17])=[O:16])=[C:8]([NH:11]C(=O)C)[CH:9]=2)[NH:4][C:3]1=[O:18].Br[CH2:21][C:22]#[CH:23].C([O-])([O-])=O.[K+].[K+].C1CCN2C(=NCCC2)CC1>CO>[NH2:11][C:8]1[CH:9]=[C:10]2[C:5](=[CH:6][C:7]=1[N+:15]([O-:17])=[O:16])[N:4]([CH2:23][C:22]#[CH:21])[C:3](=[O:18])[C:2]2([CH3:1])[CH3:19] |f:2.3.4|. Reported procedure: Analogously to general procedure (I) N-(3,3-dimethyl-6-nitro-2-oxo-2,3-dihydro-1H-indol-5-yl)-acetamide is alkylated using 3-bromo-propyne and K2CO3. After aqueous work-up the crude material (5.11 g) is de-acetylated in MeOH (180 ml) using DBU (1,3 ml) at reflux. After aqueous work-up 5-amino-3,3-dimethyl-6-nitro-1-prop-2-ynyl-1,3-dihydro-indol-2-one (4.32 g) is obtained and used without further purification. Reactants: Cc1ccccc1, O=CO, CC(N)C(=O)N(c1ccccc1)C(C)C. Yields the product [C-]#[N+]C(C)C(=O)N(c1ccccc1)C(C)C. RXN SMILES: [CH3:19][c:20]1[cH:21][cH:22][cH:23][cH:24][cH:25]1.[CH:16]([OH:17])=[O:18].[NH2:1][CH:2]([C:3](=[O:4])[N:5]([c:6]1[cH:7][cH:8][cH:9][cH:10][cH:11]1)[CH:12]([CH3:13])[CH3:14])[CH3:15]>>[N+:1]([CH:2]([C:3](=[O:4])[N:5]([c:6]1[cH:7][cH:8][cH:9][cH:10][cH:11]1)[CH:12]([CH3:13])[CH3:14])[CH3:15])#[C-:16]. The reactants are ClCCl, Cc1nc(N)nc(O)c1Sc1ccc(CO)cc1, O=S(Cl)Cl. The product is Cc1nc(N)nc(O)c1Sc1ccc(CCl)cc1. RXN SMILES: [Cl:23][CH2:24][Cl:25].[NH2:5][c:6]1[n:7][c:8]([CH3:22])[c:9]([S:13][c:14]2[cH:15][cH:16][c:17]([CH2:20][OH:21])[cH:18][cH:19]2)[c:10]([OH:12])[n:11]1.[S:1]([Cl:2])([Cl:3])=[O:4]>>[Cl:3][CH2:20][c:17]1[cH:16][cH:15][c:14]([S:13][c:9]2[c:8]([CH3:22])[n:7][c:6]([NH2:5])[n:11][c:10]2[OH:12])[cH:19][cH:18]1. Reactants: C(C1=CC=NC=C1)(=O)O (isonicotinic acid), N,N'-carbonyl-diimidazole, ClC1=C(C(=CC=C1)Cl)NC=1NCCN1 (2-(2',6'-dichlorophenylamino)-2-imidazoline). Solvent: O1CCCC1 (tetrahydrofuran), O1CCCC1 (tetrahydrofuran). Reaction conditions: time 50 hour. Yields the product C(C1=CC=NC=C1)(=O)N1C(=NCC1)NC1=C(C=CC=C1Cl)Cl (1-isonicotinoyl-2-(2',6'-dichlorophenylamino)-2-imidazoline). Isolated yield 42.6%. RXN SMILES: [C:1]([OH:9])(=O)[C:2]1[CH:7]=[CH:6][N:5]=[CH:4][CH:3]=1.[Cl:10][C:11]1[CH:16]=[CH:15][CH:14]=[C:13]([Cl:17])[C:12]=1[NH:18][C:19]1[NH:20][CH2:21][CH2:22][N:23]=1>O1CCCC1>[C:1]([N:23]1[CH2:22][CH2:21][N:20]=[C:19]1[NH:18][C:12]1[C:13]([Cl:17])=[CH:14][CH:15]=[CH:16][C:11]=1[Cl:10])(=[O:9])[C:2]1[CH:3]=[CH:4][N:5]=[CH:6][CH:7]=1. Procedure: 2.7 g (21.0 millimoles) of isonicotinic acid are added to 800 ml of absolute tetrahydrofuran, 4.2 g (25.9 millimoles) of N,N'-carbonyl-diimidazole are introduced and the mixture is refluxed for 2 hours. When it has cooled, a solution of 5.0 g (21.7 millimoles) of 2-(2',6'-dichlorophenylamino)-2-imidazoline in 100 ml of absolute tetrahydrofuran is added and the batch is stirred for 50 hours at room temperature. It is then freed from solvent on a rotary evaporator, the oily residue is taken up in ... The reactants are CN(C)c1ccc(Br)cc1, [Li]CCCC, C1CCOC1, CCCCCCC(=O)N(C)OC. Product: CCCCCCC(=O)c1ccc(N(C)C)cc1. As a reaction SMILES: [Br:6][c:7]1[cH:8][cH:9][c:10]([N:11]([CH3:12])[CH3:13])[cH:14][cH:15]1.[CH2:1]([Li:2])[CH2:3][CH2:4][CH3:5].[CH2:28]1[O:29][CH2:30][CH2:31][CH2:32]1.[CH3:16][N:17]([C:18]([CH2:19][CH2:20][CH2:21][CH2:22][CH2:23][CH3:24])=[O:25])[O:26][CH3:27]>>[c:7]1([C:18]([CH2:19][CH2:20][CH2:21][CH2:22][CH2:23][CH3:24])=[O:25])[cH:8][cH:9][c:10]([N:11]([CH3:12])[CH3:13])[cH:14][cH:15]1.